Dataset: the Open Reaction Database (ORD), a public repository of structured organic reaction records. Task: describe an organic reaction: reactants, conditions, products, and yield Reactants: CCOCC(O)C(=O)Nc1ccc(C)cn1, C1CCOC1, C[Si](C)(C)[N-][Si](C)(C)C, CCOC(C)=O, Clc1cccnc1-n1ncc2c(Cl)ncnc21, [Li+]. Product: CCOCC(Oc1ncnc2c1cnn2-c1ncccc1Cl)C(=O)Nc1ccc(C)cn1. RXN SMILES: [CH2:11]([CH3:12])[O:13][CH2:14][CH:15]([C:16](=[O:17])[NH:18][c:19]1[n:20][cH:21][c:22]([CH3:25])[cH:23][cH:24]1)[OH:26].[CH2:44]1[O:45][CH2:46][CH2:47][CH2:48]1.[CH3:1][Si:2]([N-:3][Si:4]([CH3:5])([CH3:6])[CH3:7])([CH3:8])[CH3:9].[CH3:49][CH2:50][O:51][C:52]([CH3:53])=[O:54].[Cl:27][c:28]1[c:29]2[c:30]([n:31][cH:32][n:33]1)[n:34](-[c:37]1[n:38][cH:39][cH:40][cH:41][c:42]1[Cl:43])[n:35][cH:36]2.[Li+:10]>>[CH2:11]([CH3:12])[O:13][CH2:14][CH:15]([C:16](=[O:17])[NH:18][c:19]1[n:20][cH:21][c:22]([CH3:25])[cH:23][cH:24]1)[O:26][c:28]1[c:29]2[c:30]([n:31][cH:32][n:33]1)[n:34](-[c:37]1[n:38][cH:39][cH:40][cH:41][c:42]1[Cl:43])[n:35][cH:36]2. The reactants are above obtained polymer, CC(COC)OC(=O)C (PGMEA), C1(=CC=C(C=C1)S(=O)(=O)O)C (p-toluenesulfonic acid), COC1=CCCCC1 (1-methoxycyclohexene), COC(=C)C (2-methoxypropene), O1CCCC=C1 (dihydropyrane). The product is C(C(=C)C)(=O)OC12CC3(CC(CC(C1)C3)C2)O (3-hydroxy-1-adamantyl methacrylate). Reaction SMILES: C1(C)[CH:6]=[CH:5][C:4](S(O)(=O)=O)=[CH:3]C=1.CO[C:14]1[CH2:19]CCC[CH:15]=1.[CH3:20][O:21][C:22]([CH3:24])=[CH2:23].[O:25]1C=CCCC1.[CH3:31][CH:32]([O:36]C(C)=O)[CH2:33]OC>>[C:20]([O:21][C:22]12[CH2:3][CH:4]3[CH2:5][CH:6]([CH2:31][C:32]([OH:36])([CH2:33]3)[CH2:23]1)[CH2:24]2)(=[O:25])[C:14]([CH3:19])=[CH2:15]. Reported procedure: 1.4 g of the above obtained polymer was dissolved in 18.9 g of PGMEA in a round bottom flask. To the polymer solution approximately 40 mg of p-toluenesulfonic acid was added. After the acid was dissolved, 1.7 g of 1-methoxycyclohexene, 1.1 g of 2-methoxypropene and 0.5 g of dihydropyrane were added to the solution. The reaction was carried out at room temperature for a few days until the solution was clear. The reaction was then quenched with 5 g of basic active aluminum oxide. The quenched solu... The reactants are C1(CCCCC1)NC(=O)C=1OC(=CC(C1OCC1=CC=CC=C1)=O)C (3-benzyloxy-6-methyl-4-oxo-4H-pyran-2-carboxylic acid cyclohexylamide), CN (methylamine). Solvent: CO (methanol). Run at temperature 72.5 celsius, time 8 hour. Product: C1(CCCCC1)NC(=O)C=1N(C(=CC(C1OCC1=CC=CC=C1)=O)C)C (3-Benzyloxy-1,6-dimethyl-4-oxo-1,4-dihydro-pyridine-2-carboxylic Acid Cyclohexylamide). The yield is 82.6%. Reaction SMILES: [CH:1]1([NH:7][C:8]([C:10]2O[C:12]([CH3:25])=[CH:13][C:14](=[O:24])[C:15]=2[O:16][CH2:17][C:18]2[CH:23]=[CH:22][CH:21]=[CH:20][CH:19]=2)=[O:9])[CH2:6][CH2:5][CH2:4][CH2:3][CH2:2]1.[CH3:26][NH2:27]>CO>[CH:1]1([NH:7][C:8]([C:10]2[N:27]([CH3:26])[C:12]([CH3:25])=[CH:13][C:14](=[O:24])[C:15]=2[O:16][CH2:17][C:18]2[CH:23]=[CH:22][CH:21]=[CH:20][CH:19]=2)=[O:9])[CH2:6][CH2:5][CH2:4][CH2:3][CH2:2]1. Procedure: To a solution of 3-benzyloxy-6-methyl-4-oxo-4H-pyran-2-carboxylic acid cyclohexylamide (1.40 g, 4.1 mmol) in 5 ml of methanol, methylamine solution (9 ml of 2M solution in methanol, 16 mmol) was added. The resulting solution was stirred at 70 to 75° C. for overnight under the pressure in a sealed tube. The solvent was removed under reduced pressure gave light yellow solid as a crude product. The material was purified by column chromatography (elution gradient: 100% ethyl acetate to 25% methanol ... The reactants are C(#CC)[Mg]Br (1-Propynylmagnesium bromide), Grignard reagent, C#CC (propyne), product, Cl (HCl), [Mg] (magnesium), C(C)Br (ethyl bromide), C1(=CC=CC=C1)C(C(=O)OC)=O (methyl phenylglyoxylate). The solvent is C1CCOC1 (THF), C1CCOC1 (THF), CCOCC (Ether). Conditions: time 24 hour. The product is C1(=CC=CC=C1)C(C(=O)OC)(O)C#CC (Methyl α-Phenyl-α-(1-propynyl)glycolate). RXN SMILES: [C:1]([Mg]Br)#[C:2][CH3:3].[Mg].C(Br)C.C#CC.[C:13]1([C:19](=[O:24])[C:20]([O:22][CH3:23])=[O:21])[CH:18]=[CH:17][CH:16]=[CH:15][CH:14]=1.Cl>CCOCC.C1COCC1>[C:13]1([C:19]([C:1]#[C:2][CH3:3])([OH:24])[C:20]([O:22][CH3:23])=[O:21])[CH:18]=[CH:17][CH:16]=[CH:15][CH:14]=1. Reported procedure: 1-Propynylmagnesium bromide (0.2 mole) was made from magnesium (4.8 g., 0.2 g. atom) ethyl bromide (21.8 g., 0.2 mole) and excess propyne gas in 400 ml. of THF. The Grignard reagent then was siphoned under nitrogen into an addition funnel and added dropwise over a 40 minute period to a cooled solution of methyl phenylglyoxylate (32.8 g., 0.2 mole) in 200 ml. of THF. A slight temperature rise took place. The reaction mixture was stirred for 24 hours, and then poured onto a slurry of ice and 25 ml... Reactants: ClC(C(C)=O)=NNC1=C(C=CC=C1)Cl (1-chloro-1-[(2-chlorophen yl)hydrazono]-2-propanone), ClC1=CC=C(C=C1)S (4-chlorothiophenol). Product: ClC1=CC=C(C=C1)SC(C(C)=O)=NNC1=C(C=CC=C1)Cl (1-[(4-chlorophenyl)thio]-1-[(2-chlorophenyl)hydrazono]-2-propanone). RXN SMILES: Cl[C:2](=[N:6][NH:7][C:8]1[CH:13]=[CH:12][CH:11]=[CH:10][C:9]=1[Cl:14])[C:3](=[O:5])[CH3:4].[Cl:15][C:16]1[CH:21]=[CH:20][C:19]([SH:22])=[CH:18][CH:17]=1>CC(=O)C>[Cl:15][C:16]1[CH:21]=[CH:20][C:19]([S:22][C:2](=[N:6][NH:7][C:8]2[CH:13]=[CH:12][CH:11]=[CH:10][C:9]=2[Cl:14])[C:3](=[O:5])[CH3:4])=[CH:18][CH:17]=1. Procedure details: 1-chloro-1-[(2-chlorophen yl)hydrazono]-2-propanone is reacted with 4-chlorothiophenol as Example 11 to yield 1-[(4-chlorophenyl)thio]-1-[3-chlorophenyl)hydrazono]-2-propanone. The solvent is CC(C)=O (2-propanone). Reactants: O=C([O-])[O-], CC(=O)CC(C)=O, CS(C)=O, O=[N+]([O-])c1ccc(I)cc1, [K+], [K+], O. Yields the product CC(=O)C(C(C)=O)c1ccc([N+](=O)[O-])cc1. As a reaction SMILES: [C:18](=[O:19])([O-:20])[O-:21].[CH3:1][C:2](=[O:3])[CH2:4][C:5]([CH3:6])=[O:7].[CH3:24][S:25]([CH3:26])=[O:27].[I:8][c:9]1[cH:10][cH:11][c:12]([N+:15](=[O:16])[O-:17])[cH:13][cH:14]1.[K+:22].[K+:23].[OH2:28]>>[CH3:1][C:2](=[O:3])[CH:4]([C:5]([CH3:6])=[O:7])[c:9]1[cH:10][cH:11][c:12]([N+:15](=[O:16])[O-:17])[cH:13][cH:14]1. Reactants: COC(=O)[C@H]1N(C[C@@H](C1)O)C(=O)OC(C)(C)C ((2S,4R)-4-Hydroxy-pyrrolidine-1,2-dicarboxylic acid 1-tert-butyl ester 2-methyl ester), CC(C)OC(=O)/N=N/C(=O)OC(C)C (DIAD), C1(=CC=CC=C1)P(C1=CC=CC=C1)C1=CC=CC=C1 (triphenylphosphine), FC1=C(C=CC=C1)O (2-fluorophenol). Solvent: C1CCOC1 (THF). Run at time 8 hour. The product is COC(=O)C1N(CC(C1)OC1=C(C=CC=C1)F)C(=O)OC(C)(C)C (4-(2-Fluoro-phenoxy)-pyrrolidine-1,2-dicarboxylic acid 1-tert-butyl ester 2-methyl ester). The yield is 58.0%. Reaction SMILES: [CH3:1][O:2][C:3]([C@@H:5]1[CH2:9][C@@H:8]([OH:10])[CH2:7][N:6]1[C:11]([O:13][C:14]([CH3:17])([CH3:16])[CH3:15])=[O:12])=[O:4].C1(P(C2C=CC=CC=2)C2C=CC=CC=2)C=CC=CC=1.[F:37][C:38]1[CH:43]=[CH:42][CH:41]=[CH:40][C:39]=1O.CC(OC(/N=N/C(OC(C)C)=O)=O)C>C1COCC1>[CH3:1][O:2][C:3]([CH:5]1[CH2:9][CH:8]([O:10][C:39]2[CH:40]=[CH:41][CH:42]=[CH:43][C:38]=2[F:37])[CH2:7][N:6]1[C:11]([O:13][C:14]([CH3:17])([CH3:16])[CH3:15])=[O:12])=[O:4]. Procedure: (2S,4R)-4-Hydroxy-pyrrolidine-1,2-dicarboxylic acid 1-tert-butyl ester 2-methyl ester (CAS Reg. No. 74844-91-0) (300 mg, 1.22 mmol) was dissolved in THF (10 ml), and triphenylphosphine (385 mg, 1.47 mmol) and 2-fluorophenol (164.5 mg, 1.47 mmol) were added. The reaction was cooled in ice, DIAD (0.23 ml, 1.2 mmol) added dropwise and the reaction stirred at room temperature overnight. The mixture was concentrated in vacuo, CH2Cl2 (20 ml) added and the solution washed with 2N NaOH (10 ml). The phas... Reactants: C1(=CCCCC1)CCN=C=S (2-(1-cyclohexenyl)ethyl isothiocyanate), NC=1SC=CN1 (2-aminothiazole), C(C)(=O)OCC (ethyl acetate). The solvent is CN(C=O)C (N,N-dimethylformamide). Yields the product C1(=CCCCC1)CCNC(=S)NC=1SC=CN1 (N-(2-[1-cyclohexenyl]ethyl)-N'-[2-thiazolyl]thiourea). The yield is 49.7%. RXN SMILES: [C:1]1([CH2:7][CH2:8][N:9]=[C:10]=[S:11])[CH2:6][CH2:5][CH2:4][CH2:3][CH:2]=1.[NH2:12][C:13]1[S:14][CH:15]=[CH:16][N:17]=1.C(OCC)(=O)C>CN(C)C=O>[C:1]1([CH2:7][CH2:8][NH:9][C:10]([NH:12][C:13]2[S:14][CH:15]=[CH:16][N:17]=2)=[S:11])[CH2:6][CH2:5][CH2:4][CH2:3][CH:2]=1. Procedure: A solution of 2-(1-cyclohexenyl)ethyl isothiocyanate (3.3 g, 20 mmol) and 2-aminothiazole (2.0 g, 20 mmol) in N,N-dimethylformamide (20 mL) was heated at 100° C. for 24 h. The reaction was cooled to room temperature, poured into ethyl acetate, washed with water, 1N aqueous HCl, water, saturated sodium bicarbonate, and brine. The organic layer was concentrated and the residue recrystallized from ethyl acetate to provide 2.66 g (50%) of the title product: Starting materials: hydrochloroic acid, C([O-])([O-])=O.[Na+].[Na+] (Sodium carbonate), C=1(O)C(O)=CC=CC1 (pyrocatechol), C(C1=CC=CC=C1)(=O)Cl (benzoyl chloride). The solvent is O (water). Conditions: time 1 hour. Yields the product C(C1=CC=CC=C1)(=O)OC1=C(C=CC=C1)O (2-hydroxyphenyl benzoate). As a reaction SMILES: C(=O)([O-])[O-].[Na+].[Na+].[C:7]1([C:9](=[CH:11][CH:12]=[CH:13][CH:14]=1)[OH:10])[OH:8].[C:15](Cl)(=[O:22])[C:16]1[CH:21]=[CH:20][CH:19]=[CH:18][CH:17]=1>O>[C:15]([O:8][C:7]1[CH:14]=[CH:13][CH:12]=[CH:11][C:9]=1[OH:10])(=[O:22])[C:16]1[CH:21]=[CH:20][CH:19]=[CH:18][CH:17]=1 |f:0.1.2|. Reported procedure: Sodium carbonate (63.6 g) was added to a solution of pyrocatechol (55 g) in water (230 mL), and to the resulting mixture was added dropwise benzoyl chloride (58 mL) over a period of 2 hours with vigorous stirring. The reaction mixture was stirred for 1 hour at room temperature. The reaction mixture was acidified carefully by dropwise addition of 2N hydrochloroic acid (350 mL) and then extracted with ethyl acetate. The organic layer was washed sequentially with water and saturated brine, dried ov...